This data is from the Open Reaction Database (ORD), a public repository of structured organic reaction records. The task is: describe an organic reaction: reactants, conditions, products, and yield Starting materials: Cc1ccc(C(=O)NC2CC2)cc1-n1cnc2ccc(N3CCN(C(C(=O)[O-])C(C)(C)C)CC3)cc2c1=O, ClCCl, Cl, C1COCCO1, O. The product is Cc1ccc(C(=O)NC2CC2)cc1-n1cnc2ccc(N3CCN(CC(=O)O)CC3)cc2c1=O. As a reaction SMILES: [C:1]([CH3:2])([CH3:3])([CH3:4])[CH:5]([C:6](=[O:7])[O-:8])[N:9]1[CH2:10][CH2:11][N:12]([c:15]2[cH:16][c:17]3[c:18](=[O:38])[n:19](-[c:25]4[c:26]([CH3:37])[cH:27][cH:28][c:29]([C:31](=[O:32])[NH:33][CH:34]5[CH2:35][CH2:36]5)[cH:30]4)[cH:20][n:21][c:22]3[cH:23][cH:24]2)[CH2:13][CH2:14]1.[CH2:41]([Cl:42])[Cl:43].[ClH:39].[O:44]1[CH2:45][CH2:46][O:47][CH2:48][CH2:49]1.[OH2:40]>>[CH2:5]([C:6](=[O:7])[OH:8])[N:9]1[CH2:10][CH2:11][N:12]([c:15]2[cH:16][c:17]3[c:18](=[O:38])[n:19](-[c:25]4[c:26]([CH3:37])[cH:27][cH:28][c:29]([C:31](=[O:32])[NH:33][CH:34]5[CH2:35][CH2:36]5)[cH:30]4)[cH:20][n:21][c:22]3[cH:23][cH:24]2)[CH2:13][CH2:14]1. The reactants are OCCC1CCC2=C(CC1)C(C(=C(C2=O)OC)OC)=O (7-(2-hydroxyethyl)-2,3-dimethoxy-4,5,6,7,8,9-hexahydro-1H-benzo[a]cycloheptene-1,4-dione), C1=CC(=CC=C1O)C (p-cresol), C1(=CC=CC=C1)P(C1=CC=CC=C1)C1=CC=CC=C1 (triphenylphosphine), N(=NC(=O)OCC)C(=O)OCC (diethyl azodicarboxylate). Solvent: C1CCOC1 (THF), C1CCOC1 (THF). Conditions: time 2 hour. Product: COC1=C(C(C2=C(CCC(CC2)CCOC2=CC=C(C=C2)C)C1=O)=O)OC (2,3-Dimethoxy-7-[2-(4-methylphenoxy)ethyl]-4,5,6,7,8,9-hexahydro-1H-benzo[a]cycloheptene-1,4-dione). Isolated yield 58.8%. As a reaction SMILES: [OH:1][CH2:2][CH2:3][CH:4]1[CH2:10][CH2:9][C:8]2[C:11](=[O:20])[C:12]([O:18][CH3:19])=[C:13]([O:16][CH3:17])[C:14](=[O:15])[C:7]=2[CH2:6][CH2:5]1.[CH:21]1[C:26](O)=[CH:25][CH:24]=[C:23]([CH3:28])[CH:22]=1.C1(P(C2C=CC=CC=2)C2C=CC=CC=2)C=CC=CC=1.N(C(OCC)=O)=NC(OCC)=O>C1COCC1>[CH3:17][O:16][C:13]1[C:14](=[O:15])[C:7]2[CH2:6][CH2:5][CH:4]([CH2:3][CH2:2][O:1][C:26]3[CH:25]=[CH:24][C:23]([CH3:28])=[CH:22][CH:21]=3)[CH2:10][CH2:9][C:8]=2[C:11](=[O:20])[C:12]=1[O:18][CH3:19]. Reported procedure: To a solution of 7-(2-hydroxyethyl)-2,3-dimethoxy-4,5,6,7,8,9-hexahydro-1H-benzo[a]cycloheptene-1,4-dione (103 mg), p-cresol (118 mg) and triphenylphosphine (121 mg) in THF (2 ml) was added a solution of diethyl azodicarboxylate (87 mg) in THF (1 ml) at room temperature. The reaction mixture was stirred at room temperature for 2 hr and then concentrated in vacuo. The residue was purified by alumina column chromatography (ethyl acetate:hexane=1:10) and then with recrystallization from duisopropyl... The reactants are C1(C=CCCC1)OC=1C=C(C=O)C=CC1 (3-(2-cyclohexen-1-yloxy)benzaldehyde), [C@@H]1(CCCC2=CC=CC=C12)N ((1S)-1,2,3,4-tetrahydro-1-naphthalenylamine). Yields the product C1(C=CCCC1)OC=1C=C(CN[C@H]2CCCC3=CC=CC=C23)C=CC1 (N-[3-(2-cyclohexen-1-yloxy)benzyl]-N-[(1S)-1,2,3,4-tetrahydro-1-naphthalenyl]amine). Reaction SMILES: [CH:1]1([O:7][C:8]2[CH:9]=[C:10]([CH:13]=[CH:14][CH:15]=2)[CH:11]=O)[CH2:6][CH2:5][CH2:4][CH:3]=[CH:2]1.[C@@H:16]1([NH2:26])[C:25]2[C:20](=[CH:21][CH:22]=[CH:23][CH:24]=2)[CH2:19][CH2:18][CH2:17]1>>[CH:1]1([O:7][C:8]2[CH:9]=[C:10]([CH:13]=[CH:14][CH:15]=2)[CH2:11][NH:26][C@@H:16]2[C:25]3[C:20](=[CH:21][CH:22]=[CH:23][CH:24]=3)[CH2:19][CH2:18][CH2:17]2)[CH2:6][CH2:5][CH2:4][CH:3]=[CH:2]1. Procedure details: The product from Example 59A and (1S)-1,2,3,4-tetrahydro-1-naphthalenylamine were processed as described in Example 1A to provide the title compound.